describe an organic reaction: reactants, conditions, products, and yield From a dataset of the Open Reaction Database (ORD), a public repository of structured organic reaction records. Starting materials: CO, COc1cnc(Nc2cccc([N+](=O)[O-])c2)nc1-c1cnn(C(CC#N)C2CC2)c1, [H][H]. The product is COc1cnc(Nc2cccc(N)c2)nc1-c1cnn(C(CC#N)C2CC2)c1. RXN SMILES: [CH3:33][OH:34].[CH:1]1([CH:4]([CH2:5][C:6]#[N:7])[n:8]2[n:9][cH:10][c:11](-[c:13]3[n:14][c:15]([NH:21][c:22]4[cH:23][c:24]([N+:28]([O-:29])=[O:30])[cH:25][cH:26][cH:27]4)[n:16][cH:17][c:18]3[O:19][CH3:20])[cH:12]2)[CH2:2][CH2:3]1.[H:31][H:32]>>[CH:1]1([CH:4]([CH2:5][C:6]#[N:7])[n:8]2[n:9][cH:10][c:11](-[c:13]3[n:14][c:15]([NH:21][c:22]4[cH:23][c:24]([NH2:28])[cH:25][cH:26][cH:27]4)[n:16][cH:17][c:18]3[O:19][CH3:20])[cH:12]2)[CH2:2][CH2:3]1.